From a dataset of the Open Reaction Database (ORD), a public repository of structured organic reaction records. describe an organic reaction: reactants, conditions, products, and yield The reactants are Cl, CC(=O)Nc1nc2c(s1)-c1nc(-c3ccccc3)ncc1CC2. Product: Nc1nc2c(s1)-c1nc(-c3ccccc3)ncc1CC2. As a reaction SMILES: [ClH:24].[c:1]1(-[c:7]2[n:8][c:9]3[c:14]([cH:15][n:16]2)[CH2:13][CH2:12][c:11]2[c:10]-3[s:19][c:18]([NH:20][C:21](=[O:22])[CH3:23])[n:17]2)[cH:2][cH:3][cH:4][cH:5][cH:6]1>>[c:1]1(-[c:7]2[n:8][c:9]3[c:14]([cH:15][n:16]2)[CH2:13][CH2:12][c:11]2[c:10]-3[s:19][c:18]([NH2:20])[n:17]2)[cH:2][cH:3][cH:4][cH:5][cH:6]1. Product: Cc1cc(C)c(CSC2CCCC(N)C2)c(C)c1. Reaction SMILES: [CH3:1][c:2]1[c:3]([CH2:4][S:5][CH:6]2[CH2:7][C:8](=[N:12][OH:13])[CH2:9][CH2:10][CH2:11]2)[c:14]([CH3:19])[cH:15][c:16]([CH3:18])[cH:17]1.[O:20]1[CH2:21][CH2:22][O:23][CH2:24][CH2:25]1>>[CH3:1][c:2]1[c:3]([CH2:4][S:5][CH:6]2[CH2:7][CH:8]([NH2:12])[CH2:9][CH2:10][CH2:11]2)[c:14]([CH3:19])[cH:15][c:16]([CH3:18])[cH:17]1. Reactants: Cc1cc(C)c(CSC2CCCC(=NO)C2)c(C)c1, C1COCCO1. Starting materials: CC(=O)Nc1cccc(CC(=O)O)c1, NCC1CCN(Cc2ccc(Cl)c(Cl)c2)C1, NCC1CCN(Cc2cccc(Cl)c2Cl)C1. The product is CC(=O)Nc1cccc(CC(=O)NCC2CCN(Cc3cccc(Cl)c3Cl)C2)c1. RXN SMILES: [C:1]([CH3:2])(=[O:3])[NH:4][c:5]1[cH:6][c:7]([CH2:11][C:12](=[O:13])[OH:14])[cH:8][cH:9][cH:10]1.[NH2:15][CH2:16][CH:17]1[CH2:18][CH2:19][N:20]([CH2:21][c:22]2[cH:23][cH:24][c:25]([Cl:26])[c:27]([Cl:28])[cH:29]2)[CH2:30]1.[NH2:31][CH2:32][CH:33]1[CH2:34][N:35]([CH2:38][c:39]2[c:40]([Cl:46])[c:41]([Cl:45])[cH:42][cH:43][cH:44]2)[CH2:36][CH2:37]1>>[C:1]([CH3:2])(=[O:3])[NH:4][c:5]1[cH:6][c:7]([CH2:11][C:12](=[O:14])[NH:31][CH2:32][CH:33]2[CH2:34][N:35]([CH2:38][c:39]3[c:40]([Cl:46])[c:41]([Cl:45])[cH:42][cH:43][cH:44]3)[CH2:36][CH2:37]2)[cH:8][cH:9][cH:10]1. Reactants: CCOc1c(Nc2ccccc2O)c(=O)c1=O, Cc1ccccc1, CS(C)=O, Nc1cccc(Cl)c1Cl. Product: O=c1c(Nc2ccccc2O)c(Nc2cccc(Cl)c2Cl)c1=O. RXN SMILES: [CH2:1]([O:2][c:4]1[c:5](=[O:17])[c:6](=[O:16])[c:7]1[NH:8][c:9]1[c:10]([OH:15])[cH:11][cH:12][cH:13][cH:14]1)[CH3:3].[CH3:27][c:28]1[cH:29][cH:30][cH:31][cH:32][cH:33]1.[CH3:34][S:35]([CH3:36])=[O:37].[NH2:18][c:19]1[cH:20][cH:21][cH:22][c:23]([Cl:24])[c:25]1[Cl:26]>>[c:4]1([NH:18][c:19]2[cH:20][cH:21][cH:22][c:23]([Cl:24])[c:25]2[Cl:26])[c:5](=[O:17])[c:6](=[O:16])[c:7]1[NH:8][c:9]1[c:10]([OH:15])[cH:11][cH:12][cH:13][cH:14]1. The product is C(C)(C)(C)C=1C=C2C=NN(C(C2=C(C1)F)=O)C1=C(C(=CC=C1)C1=NN(C(C(=C1)NC1=NN(C=C1)CC(C)(C)O)=O)C)CO (6-tert-butyl-8-fluoro-2-(2-hydroxymethyl-3-{5-[1-(2-hydroxy-2-methyl-propyl)-1H-pyrazol-3-ylamino]-1-methyl-6-oxo-1,6-dihydro-pyridazin-3-yl}-phenyl)-2H-phthalazin-1-one). Reactants: [Cl-].[NH4+] (ammonium chloride), C(C)(=O)OCC1=C(C=CC=C1B1OC(C(O1)(C)C)(C)C)N1C(C2=C(C=C(C=C2C=N1)C(C)(C)C)F)=O (2-(6-tert-butyl-8-fluoro-1-oxophthalazin-2(1H)-yl)-6-(4,4,5,5-tetramethyl-1,3,2-dioxaborolan-2-yl)benzyl acetate), ClC=1C=C(C(N(N1)C)=O)NC1=NN(C=C1)CC(C)(C)O (6-chloro-4-(1-(2-hydroxy-2-methylpropyl)-1H-pyrazol-3-ylamino)-2-methylpyridazin-3(2H)-one), P(=O)([O-])([O-])[O-].[K+].[K+].[K+] (potassium phosphate), C1(CCCCC1)P(C1=C(C=CC=C1)C1=C(C=C(C=C1C(C)C)C(C)C)C(C)C)C1CCCCC1 (dicyclohexyl(2′,4′,6′-triisopropylbiphenyl-2-yl)phosphine), bis[dibenzylideneacetone]dipalladium. Reaction conditions: temperature 100 celsius, time 8 hour. The yield is 59.6%. Procedure: A solution of 2-(6-tert-butyl-8-fluoro-1-oxophthalazin-2(1H)-yl)-6-(4,4,5,5-tetramethyl-1,3,2-dioxaborolan-2-yl)benzyl acetate (282 mg, 0.57 mmol), 6-chloro-4-(1-(2-hydroxy-2-methylpropyl)-1H-pyrazol-3-ylamino)-2-methylpyridazin-3(2H)-one (100 mg, 0.34 mmol), potassium phosphate (178 mg, 0.84 mmol) and dicyclohexyl(2′,4′,6′-triisopropylbiphenyl-2-yl)phosphine (16.0 mg, 0.03 mmol) in butanol (4 ml) and water (1 mL) was flushed with argon before (bis[dibenzylideneacetone]dipalladium) (9.66 mg, 0.0... Run in C(CCC)O (butanol), O (water). As a reaction SMILES: C([O:4][CH2:5][C:6]1[C:11](B2OC(C)(C)C(C)(C)O2)=[CH:10][CH:9]=[CH:8][C:7]=1[N:21]1[N:30]=[CH:29][C:28]2[C:23](=[C:24]([F:35])[CH:25]=[C:26]([C:31]([CH3:34])([CH3:33])[CH3:32])[CH:27]=2)[C:22]1=[O:36])(=O)C.Cl[C:38]1[CH:39]=[C:40]([NH:46][C:47]2[CH:51]=[CH:50][N:49]([CH2:52][C:53]([OH:56])([CH3:55])[CH3:54])[N:48]=2)[C:41](=[O:45])[N:42]([CH3:44])[N:43]=1.P([O-])([O-])([O-])=O.[K+].[K+].[K+].C1(P(C2CCCCC2)C2C=CC=CC=2C2C(C(C)C)=CC(C(C)C)=CC=2C(C)C)CCCCC1.[Cl-].[NH4+]>C(O)CCC.O>[C:31]([C:26]1[CH:27]=[C:28]2[C:23](=[C:24]([F:35])[CH:25]=1)[C:22](=[O:36])[N:21]([C:7]1[CH:8]=[CH:9][CH:10]=[C:11]([C:38]3[CH:39]=[C:40]([NH:46][C:47]4[CH:51]=[CH:50][N:49]([CH2:52][C:53]([OH:56])([CH3:54])[CH3:55])[N:48]=4)[C:41](=[O:45])[N:42]([CH3:44])[N:43]=3)[C:6]=1[CH2:5][OH:4])[N:30]=[CH:29]2)([CH3:32])([CH3:33])[CH3:34] |f:2.3.4.5,7.8|. Reactants: C1(OCCC2=C1NC1=CC=CC=C21)=O (4,9-dihydro-3H-pyrano[3,4-b]indol-1-one), C1CCOC1 (THF). Run at time 4.5 hour. Product: OCCC1=C(NC2=CC=CC=C12)C(=O)O (3-(2-hydroxyethyl)-1H-indole-2-carboxylic acid). As a reaction SMILES: [C:1]1(=[O:14])[C:6]2[NH:7][C:8]3[C:13]([C:5]=2[CH2:4][CH2:3][O:2]1)=[CH:12][CH:11]=[CH:10][CH:9]=3.C1C[O:18]CC1>>[OH:2][CH2:3][CH2:4][C:5]1[C:13]2[C:8](=[CH:9][CH:10]=[CH:11][CH:12]=2)[NH:7][C:6]=1[C:1]([OH:14])=[O:18]. Procedure: To a solution of 4,9-dihydro-3H-pyrano[3,4-b]indol-1-one (Arch. Pharm., 1987, 320, 1202–1209, 5.225 g, 27.9 mmol) in THF (25 mL) was added deoxygenated 3 N KOH (25 mL). The mixture was stirred at room temperature for 4.5 hours. The reaction mixture was washed with EtOAc, acidified with 1 N HCl, and extracted with EtOAc. The organic extract was dried over MgSO4 and concentrated to give 5.589 g of 3-(2-hydroxyethyl)-1H-indole-2-carboxylic acid as a solid. This material was used for the next reacti... Starting materials: ClC=1C=C(C=CC1OC(F)(F)F)CN ((3-chloro-4-(trifluoromethoxy)phenyl)methanamine), BrC1=CN2C(S1)=NC(=C2)C(=O)O (2-bromoimidazo[2,1-b]thiazole-6-carboxylic acid). Procedure: The title compound was prepared by essentially following the same procedures described for Intermediate XLVI, using (3-chloro-4-(trifluoromethoxy)phenyl)methanamine and 2-bromoimidazo[2,1-b]thiazole-6-carboxylic acid as starting materials. Product: BrC1=CN2C(S1)=NC(=C2)C(=O)NCC2=CC(=C(C=C2)OC(F)(F)F)Cl (2-Bromo-N-(3-chloro-4-(trifluoromethoxy)benzyl)imidazo[2,1-b]thiazole-6-carboxamide). RXN SMILES: [Cl:1][C:2]1[CH:3]=[C:4]([CH2:13][NH2:14])[CH:5]=[CH:6][C:7]=1[O:8][C:9]([F:12])([F:11])[F:10].[Br:15][C:16]1[S:20][C:19]2=[N:21][C:22]([C:24](O)=[O:25])=[CH:23][N:18]2[CH:17]=1>>[Br:15][C:16]1[S:20][C:19]2=[N:21][C:22]([C:24]([NH:14][CH2:13][C:4]3[CH:5]=[CH:6][C:7]([O:8][C:9]([F:11])([F:12])[F:10])=[C:2]([Cl:1])[CH:3]=3)=[O:25])=[CH:23][N:18]2[CH:17]=1. Reactants: IC1=CC=C(C(=O)N(C)C)C=C1 (4-iodo-N,N-dimethylbenzamide), C(C#C)OCCCCCCNCC1=CC=CC=C1 (N-[6-[(2-propynyl)oxy]-hexyl]benzenemethanamine). Yields the product CN(C(C1=CC=C(C=C1)C#CCOCCCCCCNCC1=CC=CC=C1)=O)C (N,N-Dimethyl-4-[3-[[6-[(phenylmethyl)amino]hexyl]oxy]-1-propynyl]benzamide). Isolated yield 83.0%. As a reaction SMILES: I[C:2]1[CH:12]=[CH:11][C:5]([C:6]([N:8]([CH3:10])[CH3:9])=[O:7])=[CH:4][CH:3]=1.[CH2:13]([O:16][CH2:17][CH2:18][CH2:19][CH2:20][CH2:21][CH2:22][NH:23][CH2:24][C:25]1[CH:30]=[CH:29][CH:28]=[CH:27][CH:26]=1)[C:14]#[CH:15]>>[CH3:9][N:8]([CH3:10])[C:6](=[O:7])[C:5]1[CH:11]=[CH:12][C:2]([C:15]#[C:14][CH2:13][O:16][CH2:17][CH2:18][CH2:19][CH2:20][CH2:21][CH2:22][NH:23][CH2:24][C:25]2[CH:26]=[CH:27][CH:28]=[CH:29][CH:30]=2)=[CH:3][CH:4]=1. Reported procedure: From 4-iodo-N,N-dimethylbenzamide (2.5 g) and N-[6-[(2-propynyl)oxy]-hexyl]benzenemethanamine (2.23 g). FCC purification eluting with ethyl acetate-triethylamine (100:1) gave the title compound as an orange oil (2.96 g), t.l.c. (Ethyl acetate+few drops triethylamine) Rf 0.15. Starting materials: Cc1cncc(Br)c1, CC(=O)OC1CSC(Oc2ccc(Br)nc2)C(OC(C)=O)C1OC(C)=O. Yields the product CC(=O)OC1CSC(Oc2ccc(-c3cncc(C)c3)nc2)C(OC(C)=O)C1OC(C)=O. Reaction SMILES: [Br:1][c:2]1[cH:3][n:4][cH:5][c:6]([CH3:8])[cH:7]1.[C:9]([CH3:10])(=[O:11])[O:12][CH:13]1[CH:14]([O:15][c:16]2[cH:17][n:18][c:19]([Br:22])[cH:20][cH:21]2)[S:23][CH2:24][CH:25]([O:31][C:32]([CH3:33])=[O:34])[CH:26]1[O:27][C:28]([CH3:29])=[O:30]>>[c:2]1(-[c:19]2[n:18][cH:17][c:16]([O:15][CH:14]3[CH:13]([O:12][C:9]([CH3:10])=[O:11])[CH:26]([O:27][C:28]([CH3:29])=[O:30])[CH:25]([O:31][C:32]([CH3:33])=[O:34])[CH2:24][S:23]3)[cH:21][cH:20]2)[cH:3][n:4][cH:5][c:6]([CH3:8])[cH:7]1. The reactants are CCOC(=O)C1CC1COc1cc(CCCOC)cc(CN(C(=O)C2CN(C(=O)OC(C)(C)C)CCC2c2ccc(OCCOc3c(Cl)cc(C)cc3Cl)cc2)C2CC2)c1, ClCCl, Cl, C1COCCO1. Yields the product CCOC(=O)C1CC1COc1cc(CCCOC)cc(CN(C(=O)C2CNCCC2c2ccc(OCCOc3c(Cl)cc(C)cc3Cl)cc2)C2CC2)c1. Reaction SMILES: [CH:1]1([N:4]([C:5](=[O:6])[CH:7]2[CH2:8][N:9]([C:32]([O:33][C:34]([CH3:35])([CH3:36])[CH3:37])=[O:38])[CH2:10][CH2:11][CH:12]2[c:13]2[cH:14][cH:15][c:16]([O:19][CH2:20][CH2:21][O:22][c:23]3[c:24]([Cl:31])[cH:25][c:26]([CH3:30])[cH:27][c:28]3[Cl:29])[cH:17][cH:18]2)[CH2:39][c:40]2[cH:41][c:42]([O:51][CH2:52][CH:53]3[CH:54]([C:56](=[O:57])[O:58][CH2:59][CH3:60])[CH2:55]3)[cH:43][c:44]([CH2:46][CH2:47][CH2:48][O:49][CH3:50])[cH:45]2)[CH2:2][CH2:3]1.[Cl:68][CH2:69][Cl:70].[ClH:61].[O:62]1[CH2:63][CH2:64][O:65][CH2:66][CH2:67]1>>[CH:1]1([N:4]([C:5](=[O:6])[CH:7]2[CH2:8][NH:9][CH2:10][CH2:11][CH:12]2[c:13]2[cH:14][cH:15][c:16]([O:19][CH2:20][CH2:21][O:22][c:23]3[c:24]([Cl:31])[cH:25][c:26]([CH3:30])[cH:27][c:28]3[Cl:29])[cH:17][cH:18]2)[CH2:39][c:40]2[cH:41][c:42]([O:51][CH2:52][CH:53]3[CH:54]([C:56](=[O:57])[O:58][CH2:59][CH3:60])[CH2:55]3)[cH:43][c:44]([CH2:46][CH2:47][CH2:48][O:49][CH3:50])[cH:45]2)[CH2:2][CH2:3]1.